From a dataset of the Open Reaction Database (ORD), a public repository of structured organic reaction records. describe an organic reaction: reactants, conditions, products, and yield Reactants: N#CNC(=NCCCOc1cccc(CN2CCCCC2)c1)Oc1ccccc1, CCOC(C)=O, CN(CCN)CCC(c1ccc(Cl)cc1)c1ccccn1. The product is CN(CCNC(=NCCCOc1cccc(CN2CCCCC2)c1)NC#N)CCC(c1ccc(Cl)cc1)c1ccccn1. RXN SMILES: [C:22](#[N:23])[NH:24][C:25]([O:26][c:27]1[cH:28][cH:29][cH:30][cH:31][cH:32]1)=[N:33][CH2:34][CH2:35][CH2:36][O:37][c:38]1[cH:39][c:40]([CH2:44][N:45]2[CH2:46][CH2:47][CH2:48][CH2:49][CH2:50]2)[cH:41][cH:42][cH:43]1.[CH3:51][CH2:52][O:53][C:54](=[O:55])[CH3:56].[Cl:1][c:2]1[cH:3][cH:4][c:5]([CH:8]([CH2:9][CH2:10][N:11]([CH2:12][CH2:13][NH2:14])[CH3:15])[c:16]2[n:17][cH:18][cH:19][cH:20][cH:21]2)[cH:6][cH:7]1>>[Cl:1][c:2]1[cH:3][cH:4][c:5]([CH:8]([CH2:9][CH2:10][N:11]([CH2:12][CH2:13][NH:14][C:25]([NH:24][C:22]#[N:23])=[N:33][CH2:34][CH2:35][CH2:36][O:37][c:38]2[cH:39][c:40]([CH2:44][N:45]3[CH2:46][CH2:47][CH2:48][CH2:49][CH2:50]3)[cH:41][cH:42][cH:43]2)[CH3:15])[c:16]2[n:17][cH:18][cH:19][cH:20][cH:21]2)[cH:6][cH:7]1. The reactants are O=C(OC(Cl)(Cl)Cl)OC(Cl)(Cl)Cl, ClCCl, [Na+], O=C([O-])O, O=C(O)C(O)C(O)C(=O)O, NC1CC1c1ccccc1. Yields the product O=C=NC1CC1c1ccccc1. As a reaction SMILES: [Cl:1][C:2]([Cl:3])([O:4][C:5]([O:6][C:7]([Cl:8])([Cl:9])[Cl:10])=[O:11])[Cl:12].[Cl:38][CH2:39][Cl:40].[Na+:37].[O-:33][C:34]([OH:35])=[O:36].[OH:13][CH:14]([CH:15]([OH:16])[C:17]([OH:18])=[O:19])[C:20]([OH:21])=[O:22].[c:23]1([CH:29]2[CH:30]([NH2:32])[CH2:31]2)[cH:24][cH:25][cH:26][cH:27][cH:28]1>>[C:5](=[O:11])=[N:32][CH:30]1[CH:29]([c:23]2[cH:24][cH:25][cH:26][cH:27][cH:28]2)[CH2:31]1.